This data is from the Open Reaction Database (ORD), a public repository of structured organic reaction records. The task is: describe an organic reaction: reactants, conditions, products, and yield Reactants: CC(C)C[AlH]CC(C)C, N#Cc1ccc(-c2coc(C3CC3)n2)cc1, ClCCl, O=S(=O)(O)O. The product is O=Cc1ccc(-c2coc(C3CC3)n2)cc1. As a reaction SMILES: [CH3:17][CH:18]([CH2:19][AlH:20][CH2:21][CH:22]([CH3:23])[CH3:24])[CH3:25].[CH:1]1([c:4]2[o:5][cH:6][c:7](-[c:9]3[cH:10][cH:11][c:12]([C:13]#[N:14])[cH:15][cH:16]3)[n:8]2)[CH2:2][CH2:3]1.[Cl:31][CH2:32][Cl:33].[S:26]([OH:27])(=[O:28])(=[O:29])[OH:30]>>[CH:1]1([c:4]2[o:5][cH:6][c:7](-[c:9]3[cH:10][cH:11][c:12]([CH:13]=[O:27])[cH:15][cH:16]3)[n:8]2)[CH2:2][CH2:3]1. Reactants: C12(C(=O)CC(CC1)C2(C)C)CS(=O)(=O)O (10-Camphorsulfonic acid), C(C)N1CCCOC2=C1C=C(C(=C2)N)F (9-Ethyl-2-fluoro-6,7,8,9-tetrahydro-5-oxa-9-aza-benzocyclohepten-3-ylamine), ClC1=NC=C(C(=N1)NC1=C(C(=O)NC)C=CC=C1F)Cl (2-(2,5-Dichloro-pyrimidin-4-ylamino)-3-fluoro-N-methyl-benzamide). The solvent is C(C)(C)O (Isopropyl alcohol). The product is ClC=1C(=NC(=NC1)NC1=CC2=C(N(CCCO2)CC)C=C1F)NC1=C(C(=O)NC)C=CC=C1F (2-[5-Chloro-2-(9-ethyl-2-fluoro-6,7,8,9-tetrahydro-5-oxa-9-aza-benzocyclohepten-3-ylamino)-pyrimidin-4-ylamino]-3-fluoro-N-methyl-benzamide). Isolated yield 7.1%. RXN SMILES: C12(CS(O)(=O)=O)C(C)(C)C(CC1)CC2=O.[CH2:16]([N:18]1[C:24]2[CH:25]=[C:26]([F:30])[C:27]([NH2:29])=[CH:28][C:23]=2[O:22][CH2:21][CH2:20][CH2:19]1)[CH3:17].Cl[C:32]1[N:37]=[C:36]([NH:38][C:39]2[C:48]([F:49])=[CH:47][CH:46]=[CH:45][C:40]=2[C:41]([NH:43][CH3:44])=[O:42])[C:35]([Cl:50])=[CH:34][N:33]=1>C(O)(C)C>[Cl:50][C:35]1[C:36]([NH:38][C:39]2[C:48]([F:49])=[CH:47][CH:46]=[CH:45][C:40]=2[C:41]([NH:43][CH3:44])=[O:42])=[N:37][C:32]([NH:29][C:27]2[C:26]([F:30])=[CH:25][C:24]3[N:18]([CH2:16][CH3:17])[CH2:19][CH2:20][CH2:21][O:22][C:23]=3[CH:28]=2)=[N:33][CH:34]=1. Procedure details: 10-Camphorsulfonic acid (77 mg, 0.33 mmol) was added to 9-Ethyl-2-fluoro-6,7,8,9-tetrahydro-5-oxa-9-aza-benzocyclohepten-3-ylamine (62 mg, 0.29 mmol) and 2-(2,5-Dichloro-pyrimidin-4-ylamino)-3-fluoro-N-methyl-benzamide (95 mg, 0.30 mmol) in Isopropyl alcohol (3 mL). The mixture was irradiated in a CEM microwave (130° C., 40 min), resulting in ˜20% conversion. The reaction was stopped, conc. in vacuo and purified by HPLC then free based with MP-carbonate resin in DCM/MeCN to afford 2-[5-Chloro-2-... Yield: 84.4%. Reported procedure: To 6-[(tert-butoxycarbonyl)methylamino]-2-pyridylethanol (17.9 g, 71 mmole) was added a solution of 4N HCl in dioxane (200 mL). The reaction was stirred at room temperature for 1 h (gentle gas evolution was observed) then was concentrated to dryness. The product as the hydrochloride salt solidified under vacuum. The solid was dissolved in NaCl-saturated 1.0 N NaOH solution (75 mL), and the solution was extracted with Et2O (2×200 mL). The combined organic layers were washed with brine, dried (Na2... Yields the product CNC1=CC=CC(=N1)C(C)O (6-(Methylamino)-2-pyridylethanol). Reactants: C(C)(C)(C)OC(=O)CNC1=CC=CC(=N1)C(C)O (6-[(tert-butoxycarbonyl)methylamino]-2-pyridylethanol), Cl (HCl). Reaction conditions: time 1 hour. Solvent: O1CCOCC1 (dioxane). RXN SMILES: C(OC([CH2:8][NH:9][C:10]1[N:15]=[C:14]([CH:16]([OH:18])[CH3:17])[CH:13]=[CH:12][CH:11]=1)=O)(C)(C)C.Cl>O1CCOCC1>[CH3:8][NH:9][C:10]1[N:15]=[C:14]([CH:16]([OH:18])[CH3:17])[CH:13]=[CH:12][CH:11]=1. Reactants: COC(=O)C1=C(C=C(C(=O)O)C=C1)C (4-(methoxycarbonyl)-3-methylbenzoic acid). Procedure: 410 mg of dimethyl 2-methylterephthalate was hydrolyzed via Procedure M and purified by ISCO Combi-Flash to afford 4-(methoxycarbonyl)-3-methylbenzoic acid. 255 mg of 4-(methoxycarbonyl)-3-methylbenzoic acid was cooled to 0° C. in 2 mL of THF before a solution of 2.6 mL of 1M BH3-THF complex in THF was added dropwise. The ice bath was subsequently removed and the reaction was stirred at room temperature until reaction stalled out at ˜50% complete by TLC. The reaction was re-cooled to 0° C. and a... Reaction SMILES: [CH3:1][O:2][C:3]([C:5]1[CH:13]=[CH:12][C:8]([C:9](O)=[O:10])=[CH:7][C:6]=1[CH3:14])=[O:4]>C1COCC1>[OH:10][CH2:9][C:8]1[CH:12]=[CH:13][C:5]([C:3]([O:2][CH3:1])=[O:4])=[C:6]([CH3:14])[CH:7]=1. Solvent: C1CCOC1 (THF), C1CCOC1 (THF). Product: OCC1=CC(=C(C(=O)OC)C=C1)C (methyl 4-(hydroxymethyl)-2-methylbenzoate). Reactants: C(#N)C1(CC(C(CC1)=O)C(=O)OC)C1=CC(=CC=C1)F (1-Cyano-1-(3-fluorophenyl)-3-methoxycarbonylcyclohexan-4-one), O (water). The solvent is CS(=O)C (DMSO). Conditions: temperature 150 celsius, time 3 hour. Yields the product C(#N)C1(CCC(CC1)=O)C1=CC(=CC=C1)F (1-Cyano-1-(3-fluorophenyl)cyclohexan-4-one). The yield is 69.7%. RXN SMILES: [C:1]([C:3]1([C:14]2[CH:19]=[CH:18][CH:17]=[C:16]([F:20])[CH:15]=2)[CH2:8][CH2:7][C:6](=[O:9])[CH:5](C(OC)=O)[CH2:4]1)#[N:2].O>CS(C)=O>[C:1]([C:3]1([C:14]2[CH:19]=[CH:18][CH:17]=[C:16]([F:20])[CH:15]=2)[CH2:8][CH2:7][C:6](=[O:9])[CH2:5][CH2:4]1)#[N:2]. Procedure: A mixture of 1-cyano-1-(3-fluorophenyl)-3-methoxycarbonylcyclohexan-4-one (57, 51 g, 185 mmol), water (54.8 mL) and DMSO (840 mL) was heated and stirred at 150° C. for 3 hours, followed by stirring at room temperature overnight. The reaction mixture was evaporated and purified by chromatography on silica gel. Elution with ethyl acetate/heptane (5%:95% to 30%:70%) gave 28 g of desired material as a solid product. Rt=3.89 min (Method 3). Detected mass: 218.2 (M+H+). Starting materials: FC(OC1=CC=C(C=O)C=C1)F (p-difluoromethoxybenzaldehyde), C(C)C(CC)(O)O (ethylpropanediol), CC=1C=CC(=CC1)S(=O)(=O)O (p-TsOH). Solvent: C1(=CC=CC=C1)C (toluene). The product is FC(OC1=C(C=CC=C1)C1OCC(CO1)CCC)F (Difluoromethoxy-(5-propyl-1,3-dioxan-2-yl)-benzene). As a reaction SMILES: [F:1][CH:2]([F:12])[O:3][C:4]1[CH:11]=[CH:10][C:7](C=O)=[CH:6][CH:5]=1.C([C:15]([OH:19])([OH:18])CC)C.[CH3:20][C:21]1[CH:22]=[CH:23][C:24](S(O)(=O)=O)=C[CH:26]=1>C1(C)C=CC=CC=1>[F:12][CH:2]([F:1])[O:3][C:4]1[CH:5]=[CH:6][CH:7]=[CH:10][C:11]=1[CH:15]1[O:19][CH2:26][CH:21]([CH2:22][CH2:23][CH3:24])[CH2:20][O:18]1. Procedure: 17.2 g of p-difluoromethoxybenzaldehyde (commercially available from Fluorochem. Ltd. (GB)), 10.4 g of ethylpropanediol and 0.2 g of p-TsOH are heated to boiling for 2 hours in 100 ml of toluene. After evaporation of the solvent, the mixture is worked up as usual.